This data is from the Open Reaction Database (ORD), a public repository of structured organic reaction records. The task is: describe an organic reaction: reactants, conditions, products, and yield Reactants: CC1CC(=O)O1, Cl, [Na+], [OH-], O, Oc1ccc(Cl)cc1. Product: CC(CC(=O)O)Oc1ccc(Cl)cc1. As a reaction SMILES: [C:11]1(=[O:16])[CH2:12][CH:13]([CH3:14])[O:15]1.[ClH:17].[Na+:2].[OH-:1].[OH2:18].[OH:3][c:4]1[cH:5][cH:6][c:7]([Cl:8])[cH:9][cH:10]1>>[O:3]([c:4]1[cH:5][cH:6][c:7]([Cl:8])[cH:9][cH:10]1)[CH:13]([CH2:12][C:11](=[O:15])[OH:16])[CH3:14]. Procedure: This compound is prepared analogously to Methyl-{5″-[3-(2-pyrrolidin-1-yl-ethoxy)-phenyl]-[2,2′;4′,3″]terpyridin-6′-yl}-amine (Example 2.189) by replacing methylamino-[2,2′;4′,3″]terpyridin-5″-yl)-phenol (example 2.189 step 1) with 3-(6′-Benzylamino-[2,2′;4′,3″]terpyridin-5″-yl)-phenol (Example 2.143) and by replacing 1-(2-Chloro-ethyl)-pyrrolidine with 2-Dimethyl-aminoethyl chloride. Yields the product C(C1=CC=CC=C1)NC1=CC(=CC(=N1)C1=NC=CC=C1)C=1C=NC=C(C1)C1=CC(=CC=C1)OCCN(C)C (Benzyl-{5″-[3-(2-dimethylamino-ethoxy)-phenyl]-[2,2′;4′,3″]terpyridin-6′-yl}-amine). As a reaction SMILES: CNC1N=C(C2C=CC=CN=2)C=C(C2C=NC=C(C3C=CC=C(O[CH2:28][CH2:29][N:30]4[CH2:34]CC[CH2:31]4)C=3)C=2)C=1.C1(O)C=CC=CC=1.[CH2:42]([NH:49][C:50]1[N:55]=[C:54]([C:56]2[CH:61]=[CH:60][CH:59]=[CH:58][N:57]=2)[CH:53]=[C:52]([C:62]2[CH:63]=[N:64][CH:65]=[C:66]([C:68]3[CH:69]=[C:70]([OH:74])[CH:71]=[CH:72][CH:73]=3)[CH:67]=2)[CH:51]=1)[C:43]1[CH:48]=[CH:47][CH:46]=[CH:45][CH:44]=1>>[CH2:42]([NH:49][C:50]1[N:55]=[C:54]([C:56]2[CH:61]=[CH:60][CH:59]=[CH:58][N:57]=2)[CH:53]=[C:52]([C:62]2[CH:63]=[N:64][CH:65]=[C:66]([C:68]3[CH:73]=[CH:72][CH:71]=[C:70]([O:74][CH2:28][CH2:29][N:30]([CH3:34])[CH3:31])[CH:69]=3)[CH:67]=2)[CH:51]=1)[C:43]1[CH:48]=[CH:47][CH:46]=[CH:45][CH:44]=1. The reactants are CNC1=CC(=CC(=N1)C1=NC=CC=C1)C=1C=NC=C(C1)C1=CC(=CC=C1)OCCN1CCCC1 (Methyl-{5″-[3-(2-pyrrolidin-1-yl-ethoxy)-phenyl]-[2,2′;4′,3″]terpyridin-6′-yl}-amine), 2-Dimethyl-aminoethyl chloride, C1(=CC=CC=C1)O (phenol), C(C1=CC=CC=C1)NC1=CC(=CC(=N1)C1=NC=CC=C1)C=1C=NC=C(C1)C=1C=C(C=CC1)O (3-(6′-Benzylamino-[2,2′;4′,3″]terpyridin-5″-yl)-phenol).